Dataset: the Open Reaction Database (ORD), a public repository of structured organic reaction records. Task: describe an organic reaction: reactants, conditions, products, and yield The reactants are COC1(OC)CCN(c2ccc(N3CC(CN=[N+]=[N-])OC3=O)cc2)CC1F, CCOC(C)=O. Product: COC1(OC)CCN(c2ccc(N3CC(CN)OC3=O)cc2)CC1F. Reaction SMILES: [CH3:1][O:2][C:3]1([O:26][CH3:27])[CH:4]([F:25])[CH2:5][N:6]([c:9]2[cH:10][cH:11][c:12]([N:15]3[C:16](=[O:24])[O:17][CH:18]([CH2:20][N:21]=[N+:22]=[N-:23])[CH2:19]3)[cH:13][cH:14]2)[CH2:7][CH2:8]1.[CH3:28][CH2:29][O:30][C:31](=[O:32])[CH3:33]>>[CH3:1][O:2][C:3]1([O:26][CH3:27])[CH:4]([F:25])[CH2:5][N:6]([c:9]2[cH:10][cH:11][c:12]([N:15]3[C:16](=[O:24])[O:17][CH:18]([CH2:20][NH2:21])[CH2:19]3)[cH:13][cH:14]2)[CH2:7][CH2:8]1. Starting materials: C1CCC2=NCCCN2CC1 (DBU), OC(C)C1(CC(C1)(OC)OC)C(=O)OC (methyl 1-(1-hydroxyethyl)-3,3-dimethoxycyclobutanecarboxylate), N1=CC=CC=C1 (pyridine), FC(S(=O)(=O)OS(=O)(=O)C(F)(F)F)(F)F (trifluoromethanesulfonic anhydride). The solvent is C(Cl)Cl (CH2Cl2). Run at temperature 0 celsius, time 10 minute. The product is COC1(CC(C1)(C(=O)OC)C=C)OC (methyl 3,3-dimethoxy-1-vinylcyclobutanecarboxylate). Isolated yield 73.4%. Reaction SMILES: O[CH:2]([C:4]1([C:12]([O:14][CH3:15])=[O:13])[CH2:7][C:6]([O:10][CH3:11])([O:8][CH3:9])[CH2:5]1)[CH3:3].N1C=CC=CC=1.FC(F)(F)S(OS(C(F)(F)F)(=O)=O)(=O)=O.C1CCN2C(=NCCC2)CC1>C(Cl)Cl>[CH3:11][O:10][C:6]1([O:8][CH3:9])[CH2:5][C:4]([CH:2]=[CH2:3])([C:12]([O:14][CH3:15])=[O:13])[CH2:7]1. Reported procedure: To a solution of methyl 1-(1-hydroxyethyl)-3,3-dimethoxycyclobutanecarboxylate (3.28 g, 15.03 mmol) and pyridine (2.4 mL, 29.83 mmol) in CH2Cl2 (65 mL) was added trifluoromethanesulfonic anhydride (3.0 mL, 17.86 mmol) at −78° C. The mixture was stirred for 10 minutes and then warmed to 0° C. After stirring for 15 minutes at 0° C., DBU (9.0 mL, 60.18 mmol) was added to the reaction mixture and the resulting mixture was stirred for 1 hour at room temperature. The mixture was partially evaporated u...